This data is from the Open Reaction Database (ORD), a public repository of structured organic reaction records. The task is: describe an organic reaction: reactants, conditions, products, and yield Reactants: C(C)(C)(C)OC(=O)N1CC(C1)C(=O)O (1-(tert-butoxycarbonyl)azetidine-3-carboxylic acid), Cl.CN(CCCN=C=NCC)C (1-(3-Dimethylaminopropyl)-3-ethylcarbodiimide hydrochloride), O.ON1N=NC2=C1C=CC=C2 (1-hydroxybenzotriazole hydrate), C(C)(C)N(C(C)C)CC (N,N-diisopropylethylamine). Solvent: CN(C=O)C (dimethylformamide). Conditions: time 8 hour. Product: CON(C(=O)C1CN(C1)C(=O)OC(C)(C)C)C (tert-butyl 3-(methoxy(methyl)carbamoyl)azetidine-1-carboxylate). Isolated yield 879.8%. RXN SMILES: [C:1]([O:5][C:6]([N:8]1[CH2:11][CH:10]([C:12]([OH:14])=O)[CH2:9]1)=[O:7])([CH3:4])([CH3:3])[CH3:2].Cl.[CH3:16]N(C)CCCN=C=NCC.O.[OH:28][N:29]1[C:33]2C=CC=CC=2N=N1.C(N(CC)C(C)C)(C)C>CN(C)C=O>[CH3:16][O:28][N:29]([CH3:33])[C:12]([CH:10]1[CH2:9][N:8]([C:6]([O:5][C:1]([CH3:2])([CH3:3])[CH3:4])=[O:7])[CH2:11]1)=[O:14] |f:1.2,3.4|. Procedure: A mixture of 1-(tert-butoxycarbonyl)azetidine-3-carboxylic acid (D25) (5 g, 24.85 mmol), 1-(3-Dimethylaminopropyl)-3-ethylcarbodiimide hydrochloride (14.39 g, 75.55 mmol), 1-hydroxybenzotriazole hydrate (0.38 g, 2.48 mmol) and N,N-diisopropylethylamine (34.6 ml, 198 mmol) in dimethylformamide (80 ml) was stirred overnight at room temperature. The reaction mixture was then concentrated to half volume in vacuo, poured into water (60 ml) and extracted with ethylacetate (3×60 ml). The combined organ... The reactants are Cc1cc(C)c(Nc2nc3cccc(CBr)c3s2)c(C)c1, O=C([O-])[O-], CCCNCCC, CC#N, ClCCl, [K+], [K+]. The product is CCCN(CCC)Cc1cccc2nc(Nc3c(C)cc(C)cc3C)sc12. RXN SMILES: [Br:1][CH2:2][c:3]1[cH:4][cH:5][cH:6][c:7]2[n:8][c:9]([NH:12][c:13]3[c:14]([CH3:21])[cH:15][c:16]([CH3:20])[cH:17][c:18]3[CH3:19])[s:10][c:11]12.[C:22](=[O:23])([O-:24])[O-:25].[CH2:28]([CH2:29][CH3:30])[NH:31][CH2:32][CH2:33][CH3:34].[CH3:35][C:36]#[N:37].[Cl:38][CH2:39][Cl:40].[K+:26].[K+:27]>>[CH2:2]([c:3]1[cH:4][cH:5][cH:6][c:7]2[n:8][c:9]([NH:12][c:13]3[c:14]([CH3:21])[cH:15][c:16]([CH3:20])[cH:17][c:18]3[CH3:19])[s:10][c:11]12)[N:31]([CH2:28][CH2:29][CH3:30])[CH2:32][CH2:33][CH3:34]. Reactants: CCO, O=C1CC(c2cccc(F)c2)Oc2ccc(O)cc21, O=Cc1c(F)cccc1F, CC(=O)c1cc(O)ccc1O. The product is O=C1CC(c2c(F)cccc2F)Oc2ccc(O)cc21. Reaction SMILES: [CH3:41][CH2:42][OH:43].[F:1][c:2]1[cH:3][c:4]([CH:5]2[CH2:6][C:7](=[O:8])[c:9]3[c:10]([cH:11][cH:12][c:13]([OH:14])[cH:15]3)[O:16]2)[cH:17][cH:18][cH:19]1.[F:31][c:32]1[c:33]([CH:34]=[O:35])[c:36]([F:40])[cH:37][cH:38][cH:39]1.[OH:20][c:21]1[c:22]([C:28]([CH3:29])=[O:30])[cH:23][c:24]([OH:27])[cH:25][cH:26]1>>[O:20]1[c:21]2[c:22]([cH:23][c:24]([OH:27])[cH:25][cH:26]2)[C:28](=[O:30])[CH2:29][CH:34]1[c:33]1[c:32]([F:31])[cH:39][cH:38][cH:37][c:36]1[F:40]. Reactants: COC1=C(C=C(C#N)C=C1)C (4-methoxy-3-methylbenzonitrile), C1CC(=O)N(C1=O)Br (NBS). Solvent: C(Cl)(Cl)(Cl)Cl (carbon tetrachloride). Reaction conditions: time 30 minute. Yields the product BrCC=1C=C(C#N)C=CC1OC (3-bromomethyl-4-methoxybenzonitrile). Yield: 70.9%. RXN SMILES: [CH3:1][O:2][C:3]1[CH:10]=[CH:9][C:6]([C:7]#[N:8])=[CH:5][C:4]=1[CH3:11].C1C(=O)N([Br:19])C(=O)C1>C(Cl)(Cl)(Cl)Cl>[Br:19][CH2:11][C:4]1[CH:5]=[C:6]([CH:9]=[CH:10][C:3]=1[O:2][CH3:1])[C:7]#[N:8]. Procedure details: To 9.8 g of 4-methoxy-3-methylbenzonitrile, were added 150 ml of carbon tetrachloride, 10 g of NBS, and 0.4 g of BPO. The mixture was heated under reflux for 2.5 hours. The reaction mixture was cooled in ice, filtered from insolubles and concentrated under reduced pressure. The residue was admixed with n-hexane, stirred for 30 minutes, and collected by filtration to yield 9 g of 3-bromomethyl-4-methoxybenzonitrile; m.p. 102°-103° C.